From a dataset of the Open Reaction Database (ORD), a public repository of structured organic reaction records. describe an organic reaction: reactants, conditions, products, and yield The reactants are FC1=CC=C(C(=O)O)C=C1 (4-fluorobenzoic acid), N1=CC(=CC2=CC=CC=C12)N (quinolin-3-ylamine), O-benzotriazol 1-benzotriazol-1-yl-N,N,N′,N′-tetramethyluronium hexafluorophospate, C(C)(C)N(C(C)C)CC (N,N-diisopropylethylamine). The solvent is C(C)#N (acetonitrile). Run at temperature 0 celsius. The product is FC1=CC=C(C(=O)NC=2C=NC3=CC=CC=C3C2)C=C1 (4-Fluoro-N-quinolin-3-yl-benzamide). As a reaction SMILES: [F:1][C:2]1[CH:10]=[CH:9][C:5]([C:6]([OH:8])=O)=[CH:4][CH:3]=1.[N:11]1[C:20]2[C:15](=[CH:16][CH:17]=[CH:18][CH:19]=2)[CH:14]=[C:13]([NH2:21])[CH:12]=1.C(N(CC)C(C)C)(C)C>C(#N)C>[F:1][C:2]1[CH:3]=[CH:4][C:5]([C:6]([NH:21][C:13]2[CH:12]=[N:11][C:20]3[C:15]([CH:14]=2)=[CH:16][CH:17]=[CH:18][CH:19]=3)=[O:8])=[CH:9][CH:10]=1. Procedure details: A solution of 4-fluorobenzoic acid (2.57 g, 18.3 mmol), quinolin-3-ylamine (2.5 g, 17.4 mmol), O-benzotriazol-1-benzotriazol-1-yl-N,N,N′,N′-tetramethyluronium hexafluorophospate (HBTU) (7.3 g, 19.3 mmol) and N,N-diisopropylethylamine (6.4 mL, 36.7 mmol) in acetonitrile (75 mL) was stirred at ambient temperature for ten minutes, then heated at reflux for 20 hours. The solution was cooled to 0° C., and the product crystallized. The product was collected by filtration and washed with acetonitrile, ... The reactants are C1(=CC=CC=C1)C(CC(C(C(F)(F)F)(F)F)(F)F)(C)OC(C(C(C(F)(F)F)(F)F)(F)F)=O (2-phenyl-2-heptafluorobutyryloxy-1-heptafluoropropyl propane), [OH-].[Na+] (sodium hydroxide). Solvent: ClC(C(Cl)(F)F)(Cl)F (1,1,2-trichlorotrifluoroethane). Yields the product C1(=CC=CC=C1)C(CC(C(C(F)(F)F)(F)F)(F)F)(C)O (2-phenyl-2-hydroxy-1-heptafluoropropyl propane). The yield is 98.0%. RXN SMILES: [C:1]1([C:7]([O:20]C(=O)C(F)(F)C(F)(F)C(F)(F)F)([CH3:19])[CH2:8][C:9]([F:18])([F:17])[C:10]([F:16])([F:15])[C:11]([F:14])([F:13])[F:12])[CH:6]=[CH:5][CH:4]=[CH:3][CH:2]=1.[OH-].[Na+]>ClC(F)(Cl)C(F)(F)Cl>[C:1]1([C:7]([OH:20])([CH3:19])[CH2:8][C:9]([F:17])([F:18])[C:10]([F:15])([F:16])[C:11]([F:13])([F:14])[F:12])[CH:2]=[CH:3][CH:4]=[CH:5][CH:6]=1 |f:1.2|. Reported procedure: In 100 ml of 1,1,2-trichlorotrifluoroethane solution containing 5.00 g (0.01 mol) of 2-phenyl-2-heptafluorobutyryloxy-1-heptafluoropropyl propane ##STR19## 200 ml of an aqueous 10% sodium hydroxide solution added thereto was stirred. An organic layer was separated from the resultant mixture and was dried with magnesium sulfate. By analyzing the reaction product, i.e. the organic layer, by gas chromatography, IR, and NMR, the reaction was foundn to have produced 2-phenyl-2-hydroxy-1-heptafluoropr... Starting materials: BrCC(=O)C1=CC(=C(C=C1)O)CO (2-bromo-1-[4-hydroxy-3-(hydroxymethyl)phenyl]ethanone), C1(=CC=CC=C1)COC=1C(=NC=CC1)CCCOCCCCCCNCC1=CC=CC=C1 (N-[6-[3-[3-(phenylmethoxy)-2-pyridinyl]propoxy]hexyl]benzenemethanamine), O (Water), CCOCC (ether). Solvent: C1CCOC1 (THF). Yields the product OC1=C(C=C(C=C1)C(CN(CC1=CC=CC=C1)CCCCCCOCCCC1=NC=CC=C1OCC1=CC=CC=C1)=O)CO (1-[4-Hydroxy-3-(hydroxymethyl)phenyl]-2-[[6-[3-[3-(phenylmethoxy)-2-pyridinyl]propoxy]hexyl](phenylmethyl)amino]ethanone). The yield is 56.2%. As a reaction SMILES: Br[CH2:2][C:3]([C:5]1[CH:10]=[CH:9][C:8]([OH:11])=[C:7]([CH2:12][OH:13])[CH:6]=1)=[O:4].[C:14]1([CH2:20][O:21][C:22]2[C:23]([CH2:28][CH2:29][CH2:30][O:31][CH2:32][CH2:33][CH2:34][CH2:35][CH2:36][CH2:37][NH:38][CH2:39][C:40]3[CH:45]=[CH:44][CH:43]=[CH:42][CH:41]=3)=[N:24][CH:25]=[CH:26][CH:27]=2)[CH:19]=[CH:18][CH:17]=[CH:16][CH:15]=1.O.CCOCC>C1COCC1>[OH:11][C:8]1[CH:9]=[CH:10][C:5]([C:3](=[O:4])[CH2:2][N:38]([CH2:37][CH2:36][CH2:35][CH2:34][CH2:33][CH2:32][O:31][CH2:30][CH2:29][CH2:28][C:23]2[C:22]([O:21][CH2:20][C:14]3[CH:15]=[CH:16][CH:17]=[CH:18][CH:19]=3)=[CH:27][CH:26]=[CH:25][N:24]=2)[CH2:39][C:40]2[CH:41]=[CH:42][CH:43]=[CH:44][CH:45]=2)=[CH:6][C:7]=1[CH2:12][OH:13]. Procedure: A solution of 2-bromo-1-[4-hydroxy-3-(hydroxymethyl)phenyl]ethanone (460 mg), N-[6-[3-[3-(phenylmethoxy)-2-pyridinyl]propoxy]hexyl]benzenemethanamine (800 mg) and DEA (485 mg) in THF (15 ml) was left at room temperature overnight. Water (30 ml) and ether (30 ml) were added, the phases were separated and the organic layer was re-extracted with ether (50 ml). The combined extracts were washed with water and brine, dried and concentrated to an oil which was purified by FCC eluting with ethyl acetat... As a reaction SMILES: S(=O)(=O)(O)O.[C:6]1([N:12]2[CH2:16][CH2:15][CH2:14][CH2:13]2)[CH:11]=[CH:10][CH:9]=[CH:8][CH:7]=1.[C:17]([OH:22])(=[O:21])[C:18]([CH3:20])=O.[OH-].[Na+]>O>[N:12]1([C:6]2[CH:11]=[CH:10][C:9]([C:18]([C:9]3[CH:8]=[CH:7][C:6]([N:12]4[CH2:13][CH2:14][CH2:15][CH2:16]4)=[CH:11][CH:10]=3)([CH3:20])[C:17]([OH:22])=[O:21])=[CH:8][CH:7]=2)[CH2:16][CH2:15][CH2:14][CH2:13]1 |f:3.4|. Product: N1(CCCC1)C1=CC=C(C=C1)C(C(=O)O)(C)C1=CC=C(C=C1)N1CCCC1 (2,2-bis(4-pyrrolidinophenyl)propionic acid). Yield: 74.7%. Reported procedure: Into 40 ml of 20% aqueous solution of sulfuric acid was dissolved 20 g of N-phenylpyrrolidine. To the solution was added 7.2 g of pyruvic acid and the mixture was heated with reflux for 16 hours. The reaction mixture was, after cooled, diluted with 300 ml of water and adjusted to pH 6 with addition of 20% aqueous solution of sodium hydroxide. The precipitated crystal was collected by filtration. The crystal was recrystallized from benzene to obtain 18.5 g (yielded 75%) of 2,2-bis(4-pyrrolidinoph... Reactants: aqueous solution, S(O)(O)(=O)=O (sulfuric acid), C1(=CC=CC=C1)N1CCCC1 (N-phenylpyrrolidine), aqueous solution, [OH-].[Na+] (sodium hydroxide), C(C(=O)C)(=O)O (pyruvic acid). The solvent is O (water). Reactants: ON(C(C1=C(C=CC=C1)OC)=N)C (N-hydroxy-2-methoxy-N-methyl-benzamidine), C(#CC(=O)OCC)C(=O)OCC (diethyl acetylenedicarboxylate). Run in C(C)O (ethanol). Conditions: time 2 hour. Yields the product C(C)OC(=O)C1(N=C(N(O1)C)C1=C(C=CC=C1)OC)CC(=O)OCC (5-Ethoxycarbonylmethyl-3-(2-methoxy-phenyl)-2-methyl-2,5-dihydro-[1,2,4]oxadiazole-5-carboxylic acid ethyl ester). Yield: 76.8%. RXN SMILES: [OH:1][N:2]([CH3:13])[C:3](=[NH:12])[C:4]1[CH:9]=[CH:8][CH:7]=[CH:6][C:5]=1[O:10][CH3:11].[C:14]([C:21]([O:23][CH2:24][CH3:25])=[O:22])#[C:15][C:16]([O:18][CH2:19][CH3:20])=[O:17]>C(O)C>[CH2:24]([O:23][C:21]([C:14]1([CH2:15][C:16]([O:18][CH2:19][CH3:20])=[O:17])[O:1][N:2]([CH3:13])[C:3]([C:4]2[CH:9]=[CH:8][CH:7]=[CH:6][C:5]=2[O:10][CH3:11])=[N:12]1)=[O:22])[CH3:25]. Reported procedure: To a stirred solution of N-hydroxy-2-methoxy-N-methyl-benzamidine (3.3 g) in ethanol (100%) was added diethyl acetylenedicarboxylate (3.2 mL, 20 mmol) and the resulting mixture stirred for 2 h at room temperature. The reaction mixture was then concentrated and purified on silica gel column using (3:7 to 2:3 ethyl acetate/hexanes) to afford the title product as a yellow oil (4.93 g, 70% yield). 1HNMR (500 MHz, CDCl3) δ: 7.56 (1H, dd, 7.6, 1.5 Hz), 7.44 (1H, td, J=7.6, 1.6 Hz), 6.99 (1H, t, 7.5 Hz... Product: COc1c(C)cnc(Cn2cc(C(C)C)c3c(Cl)nc(N)nc32)c1C. Reaction SMILES: [Cl:15][CH2:16][c:17]1[n:18][cH:19][c:20]([CH3:26])[c:21]([O:24][CH3:25])[c:22]1[CH3:23].[Cl:1][c:2]1[c:3]2[c:4]([n:5][c:6]([NH2:8])[n:7]1)[nH:9][cH:10][c:11]2[CH:12]([CH3:13])[CH3:14].[K+:27].[K+:28].[O-:29][C:30]([O-:31])=[O:32].[O:33]=[CH:34][N:35]([CH3:36])[CH3:37]>>[Cl:1][c:2]1[c:3]2[c:4]([n:5][c:6]([NH2:8])[n:7]1)[n:9]([CH2:16][c:17]1[n:18][cH:19][c:20]([CH3:26])[c:21]([O:24][CH3:25])[c:22]1[CH3:23])[cH:10][c:11]2[CH:12]([CH3:13])[CH3:14]. Starting materials: COc1c(C)cnc(CCl)c1C, CC(C)c1c[nH]c2nc(N)nc(Cl)c12, [K+], [K+], O=C([O-])[O-], CN(C)C=O. Reaction conditions: temperature 75 celsius, time 10 minute. As a reaction SMILES: [C:1](=[S:3])=S.[OH-].[K+].[N+:6]([C:9]1[CH:10]=[C:11](O)[C:12]([OH:15])=[CH:13][CH:14]=1)([O-])=O.S(S([O-])=O)([O-])=[O:18].[Na+].[Na+]>O.CO>[OH:15][C:12]1[CH:11]=[CH:10][C:9]2[N:6]=[C:1]([SH:3])[O:18][C:14]=2[CH:13]=1 |f:1.2,4.5.6|. Reactants: S(=O)([O-])S(=O)[O-].[Na+].[Na+] (sodium dithionite), [OH-].[K+] (potassium hydroxide), C(=S)=S (Carbon disulphide), [OH-].[K+] (potassium hydroxide), [N+](=O)([O-])C=1C=C(C(=CC1)O)O (4-nitro 1,2-benzenediol), C(=S)=S (carbon disulphide). Run in O (water), O (water), CO (methanol). Procedure details: Carbon disulphide (0.9 ml, 15 mmol) was added to a solution of potassium hydroxide (0.65 g, 11 mmol) in a mixture of water (1 ml) and methanol (10 ml), followed by 4-nitro 1,2-benzenediol (1.5 g, 10 mmol). To this mixture was added dropwise a solution of sodium dithionite (6,5 g, 30 mmol) and potassium hydroxide (3.9 g, 70 mmol) in water (50 ml); strong heat evolution was observed. After 10 minutes, carbon disulphide (0.9 ml, 15 mmol) was added and the mixture heated to 75° C. for 3 hours. The m... Product: OC1=CC2=C(N=C(O2)S)C=C1 (6-hydroxy-2-mercaptobenzoxazole).